This data is from the Open Reaction Database (ORD), a public repository of structured organic reaction records. The task is: describe an organic reaction: reactants, conditions, products, and yield The reactants are C1CCOC1, CO, Cl, COC(=O)C(C)(Cc1ccncc1)N=C(c1ccccc1)c1ccccc1. Product: COC(=O)C(C)(N)Cc1ccncc1. Reaction SMILES: [CH2:31]1[O:32][CH2:33][CH2:34][CH2:35]1.[CH3:29][OH:30].[ClH:28].[c:1]1([C:2]([c:3]2[cH:4][cH:5][cH:6][cH:7][cH:8]2)=[N:14][C:15]([C:16](=[O:17])[O:18][CH3:19])([CH2:20][c:21]2[cH:22][cH:23][n:24][cH:25][cH:26]2)[CH3:27])[cH:9][cH:10][cH:11][cH:12][cH:13]1>>[NH2:14][C:15]([C:16](=[O:17])[O:18][CH3:19])([CH2:20][c:21]1[cH:22][cH:23][n:24][cH:25][cH:26]1)[CH3:27].